describe an organic reaction: reactants, conditions, products, and yield From a dataset of the Open Reaction Database (ORD), a public repository of structured organic reaction records. Reactants: CC(C)OC(=O)/N=N/C(=O)OC(C)C (DIAD), C(C)(C)C(C(O[SiH3])(C(C)C)C(C)C)[C@H]1C[C@H](C1)O (cis-3-(triisopropyl-siloxyethyl)cyclobutanol), [N+](=O)([O-])C1=CC=C(C(=O)O)C=C1 (4-nitrobenzoic acid), C1=CC=C(C=C1)P(C2=CC=CC=C2)C3=CC=CC=C3 (Ph3P), CC(C)OC(=O)/N=N/C(=O)OC(C)C (DIAD). The solvent is C1CCOC1 (THF). Run at temperature 0 celsius, time 15 hour. Product: [N+](=O)([O-])C1=CC=C(C(=O)O[C@@H]2C[C@H](C2)C(C(O[SiH3])(C(C)C)C(C)C)C(C)C)C=C1 (trans-3-(triisopropyl-siloxyethyl)cyclobutyl 4-nitrobenzoate). Reaction SMILES: [CH:1]([CH:4]([C@@H:14]1[CH2:17][C@H:16]([OH:18])[CH2:15]1)[C:5]([CH:11]([CH3:13])[CH3:12])([CH:8]([CH3:10])[CH3:9])[O:6][SiH3:7])([CH3:3])[CH3:2].[N+:19]([C:22]1[CH:30]=[CH:29][C:25]([C:26](O)=[O:27])=[CH:24][CH:23]=1)([O-:21])=[O:20].C1C=CC(P(C2C=CC=CC=2)C2C=CC=CC=2)=CC=1.CC(OC(/N=N/C(OC(C)C)=O)=O)C>C1COCC1>[N+:19]([C:22]1[CH:23]=[CH:24][C:25]([C:26]([O:18][C@H:16]2[CH2:15][C@H:14]([CH:4]([CH:1]([CH3:2])[CH3:3])[C:5]([CH:11]([CH3:12])[CH3:13])([CH:8]([CH3:9])[CH3:10])[O:6][SiH3:7])[CH2:17]2)=[O:27])=[CH:29][CH:30]=1)([O-:21])=[O:20]. Procedure details: In a 100 mL flask with cis-3-(triisopropyl-siloxyethyl)cyclobutanol (0.64 g, 2.3 mmol), 4-nitrobenzoic acid (0.79 g, 4.6 mmol) and Ph3P (1.29 g, 4.83 mmol) inside, dry THF 10 mL was added under argon to give a colorless solution. This was cooled to 0° C. and DIAD (1.0 mL, 4.83 mmol) was added drop by drop. After 15 hr, the volatile materials were evaporated and the crude mixture was purified by silica gel flash chromatography (Hexane: EtOAc=20:1 to Hexane: EtOAc=12:1) to give yellow oil contamin... Reactants: CC(=O)OC(C)=O, Cc1cc(C(=O)O)cc(C)c1O, c1ccccc1, c1ccncc1. Product: CC(=O)Oc1c(C)cc(C(=O)O)cc1C. As a reaction SMILES: [CH3:19][C:20](=[O:21])[O:22][C:23](=[O:24])[CH3:25].[CH3:7][c:8]1[cH:9][c:10]([C:11](=[O:12])[OH:13])[cH:14][c:15]([CH3:18])[c:16]1[OH:17].[cH:1]1[cH:2][cH:3][cH:4][cH:5][cH:6]1.[cH:26]1[cH:27][cH:28][n:29][cH:30][cH:31]1>>[CH3:7][c:8]1[cH:9][c:10]([C:11](=[O:12])[OH:13])[cH:14][c:15]([CH3:18])[c:16]1[O:17][C:20]([CH3:19])=[O:21]. Reactants: Ice, C1(CCCC1)OC1=CC=C(C2=C1OC(=C2)C)C=O (7-cyclopentyloxy-2-methylbenzo[b]furan-4-carboxaldehyde), S(N)(O)(=O)=O (sulphamic acid), Cl(=O)[O-].[Na+] (sodium chlorite). Solvent: CC(=O)C (acetone), O (water). Reaction conditions: time 5.5 hour. Yields the product C1(CCCC1)OC1=CC=C(C2=C1OC(=C2)C)C(=O)O (7-cyclopentyloxy-2-methylbenzo[b]furan-4-carboxylic acid). Isolated yield 68.3%. As a reaction SMILES: [CH:1]1([O:6][C:7]2[C:12]3[O:13][C:14]([CH3:16])=[CH:15][C:11]=3[C:10]([CH:17]=[O:18])=[CH:9][CH:8]=2)[CH2:5][CH2:4][CH2:3][CH2:2]1.S(=O)(=O)([OH:21])N.Cl([O-])=O.[Na+]>CC(C)=O.O>[CH:1]1([O:6][C:7]2[C:12]3[O:13][C:14]([CH3:16])=[CH:15][C:11]=3[C:10]([C:17]([OH:21])=[O:18])=[CH:9][CH:8]=2)[CH2:2][CH2:3][CH2:4][CH2:5]1 |f:2.3|. Procedure details: To a well stirred solution of 7-cyclopentyloxy-2-methylbenzo[b]furan-4-carboxaldehyde (55.0 g, 0.225 moles), sulphamic acid (76.0 g, 0.787 moles) in acetone (600 mL) was added a solution of sodium chlorite (51.0 g, 0.562 moles) in water (150 mL) at 0-5° C. and stirred for 5-6 hrs. Ice cold water (1.0 L) was added to reaction mixture; solid separated was filtered and purified by acid-base technique to get 40.0 g of pure product. Starting materials: NC1=C(C=2C=C3N(C2C=C1)CCC3)C(=O)OC (methyl 7-amino-2,3-dihydro-1H-pyrrolo[1,2-a]indole-8-carboxylate), NC1=C(C=2C=C3N(C2C=C1)CCC3)C(=O)OC (methyl 7-amino-2,3-dihydro-1H-pyrrolo[1,2-a]indole-8-carboxylate), BrC1=C(C=CC(=C1)F)S(=O)(=O)Cl (2-bromo-4-fluorobenzenesulfonyl chloride), resultant mixture. The solvent is N1=CC=CC=C1 (pyridine), C(Cl)Cl (DCM), C(C)(=O)OCC (ethyl acetate). Conditions: time 30 minute. Product: BrC1=C(C=CC(=C1)F)S(=O)(=O)NC1=C(C=2C=C3N(C2C=C1)CCC3)C(=O)OC (methyl 7-(2-bromo-4-fluorobenzenesulfonylamino]-2,3-dihydro-1H-pyrrolo[1,2-a]indole-8-carboxylate). Isolated yield 57.5%. Reaction SMILES: [NH2:1][C:2]1[CH:10]=[CH:9][C:8]2[N:7]3[CH2:11][CH2:12][CH2:13][C:6]3=[CH:5][C:4]=2[C:3]=1[C:14]([O:16][CH3:17])=[O:15].[Br:18][C:19]1[CH:24]=[C:23]([F:25])[CH:22]=[CH:21][C:20]=1[S:26](Cl)(=[O:28])=[O:27]>N1C=CC=CC=1.C(Cl)Cl.C(OCC)(=O)C>[Br:18][C:19]1[CH:24]=[C:23]([F:25])[CH:22]=[CH:21][C:20]=1[S:26]([NH:1][C:2]1[CH:10]=[CH:9][C:8]2[N:7]3[CH2:11][CH2:12][CH2:13][C:6]3=[CH:5][C:4]=2[C:3]=1[C:14]([O:16][CH3:17])=[O:15])(=[O:28])=[O:27]. Procedure: A mixture of methyl 7-amino-2,3-dihydro-1H-pyrrolo[1,2-a]indole-8-carboxylate (Intermediate 18, 0.300 g) and 2-bromo-4-fluorobenzenesulfonyl chloride (0.427 g) in pyridine (4 mL) and DCM (12 mL) was stirred at room temperature for 30 minutes. The resultant mixture was diluted with ethyl acetate and washed with aqueous potassium carbonate solution (10%) and brine. The organic layer was dried (MgSO4), filtered and the filtrate was concentrated in vacuo. The residue was purified by chromatography o... Reactants: CCOC(C)=O, CCO, O=[N+]([O-])c1cnn(CCc2ccccc2)c1. Yields the product Nc1cnn(CCc2ccccc2)c1. RXN SMILES: [CH3:17][CH2:18][O:19][C:20](=[O:21])[CH3:22].[CH3:23][CH2:24][OH:25].[N+:1]([O-:2])(=[O:3])[c:4]1[cH:5][n:6][n:7]([CH2:9][CH2:10][c:11]2[cH:12][cH:13][cH:14][cH:15][cH:16]2)[cH:8]1>>[NH2:1][c:4]1[cH:5][n:6][n:7]([CH2:9][CH2:10][c:11]2[cH:12][cH:13][cH:14][cH:15][cH:16]2)[cH:8]1.